This data is from the Open Reaction Database (ORD), a public repository of structured organic reaction records. The task is: describe an organic reaction: reactants, conditions, products, and yield Reactants: CNC1=CC=C(C=C1)C=1SC2=C(C1)C=CC(=C2)OCCO[Si](C)(C)C(C)(C)C (2-[4-(N-monomethylamino)phenyl]-6-[2-(t-butyldimethylsilyloxy)ethoxy]benzothiophene), C([O-])([O-])=O.[K+].[K+] (potassium carbonate), [Si](C1=CC=CC=C1)(C1=CC=CC=C1)(C(C)(C)C)OCCCBr (3-(t-butyldiphenylsilyloxy)propyl bromide), [Cl-].[Na+] (sodium chloride). Product: CNC1=CC=C(C=C1)C=1SC2=C(C1)C=CC(=C2)OCCCO[Si](C2=CC=CC=C2)(C2=CC=CC=C2)C(C)(C)C (2-[4-(N-monomethylamino)phenyl]-6-[3-(t-butyldiphenylsilyloxy)propoxy]benzothiophene). The yield is 69.1%. Reaction SMILES: [CH3:1][NH:2][C:3]1[CH:8]=[CH:7][C:6]([C:9]2[S:10][C:11]3[CH:17]=[C:16]([O:18]CCO[Si](C(C)(C)C)(C)C)[CH:15]=[CH:14][C:12]=3[CH:13]=2)=[CH:5][CH:4]=1.C(=O)([O-])[O-].[K+].[K+].[Si:35]([O:52][CH2:53][CH2:54][CH2:55]Br)([C:48]([CH3:51])([CH3:50])[CH3:49])([C:42]1[CH:47]=[CH:46][CH:45]=[CH:44][CH:43]=1)[C:36]1[CH:41]=[CH:40][CH:39]=[CH:38][CH:37]=1.[Cl-].[Na+]>>[CH3:1][NH:2][C:3]1[CH:4]=[CH:5][C:6]([C:9]2[S:10][C:11]3[CH:17]=[C:16]([O:18][CH2:55][CH2:54][CH2:53][O:52][Si:35]([C:48]([CH3:49])([CH3:51])[CH3:50])([C:36]4[CH:37]=[CH:38][CH:39]=[CH:40][CH:41]=4)[C:42]4[CH:47]=[CH:46][CH:45]=[CH:44][CH:43]=4)[CH:15]=[CH:14][C:12]=3[CH:13]=2)=[CH:7][CH:8]=1 |f:1.2.3,5.6|. Procedure details: 2-[4-(N-Monomethylamino)phenyl]-6-hydroxybenzothiophene (115, 150 mg, 0.59 mmol) and potassium carbonate (122 mg, 0.89 mmol) were dissolved in dimethylacetimide (10 mL), and 3-(t-butyldiphenylsilyloxy)propyl bromide (TBDMSO-CH2CH2CH2Br) (444 mg, 1.18 mmol) was added. The reaction mixture was reacted at 90° C. for 6 hours. To the reaction mixture was added an aqueous solution of sodium chloride and organic compounds were extracted with ethyl acetate. The recovered organic solution was washed with...